Dataset: the Open Reaction Database (ORD), a public repository of structured organic reaction records. Task: describe an organic reaction: reactants, conditions, products, and yield Reagents/catalysts: [Fe] (iron), [Fe] (iron), [Fe] (iron), [Fe] (iron). Yields the product Cl.Cl.NC1=CC=C(C=C1)C=CC1=CC=C(C=C1)N (4,4'-Diaminostilbene Dihydrochloride). Run at temperature 25 celsius. Reaction SMILES: [N+:1]([C:4]1[CH:9]=[CH:8][C:7]([CH:10]=[CH:11][C:12]2[CH:17]=[CH:16][C:15]([N+:18]([O-])=O)=[CH:14][CH:13]=2)=[CH:6][CH:5]=1)([O-])=O.[ClH:21].[H][H].[Cl-].[Na+].N>[Fe].CO>[ClH:21].[ClH:21].[NH2:1][C:4]1[CH:5]=[CH:6][C:7]([CH:10]=[CH:11][C:12]2[CH:13]=[CH:14][C:15]([NH2:18])=[CH:16][CH:17]=2)=[CH:8][CH:9]=1 |f:3.4,8.9.10|. Reactants: [Cl-].[Na+] (sodium chloride), [N+](=O)([O-])C1=CC=C(C=C1)C=CC1=CC=C(C=C1)[N+](=O)[O-] (4,4'-dinitrostilbene), Cl (hydrochloric acid), product, N (NH3), [Cl-].[Na+] (sodium chloride), [H][H] (hydrogen), N (NH3). Solvent: CO (methanol). Reported procedure: A portion (40.5 grams, 0.15 mole) of 4,4'-dinitrostilbene from A above, concentrated hydrochloric acid (250 milliliters) and methanol (200 millileters) are added to a flask and maintained therein as stirred mixture. Over the next three hour period, 325 mesh powdered iron is added to the reaction mixture in one grams aliquots until a total of 22.0 grams (0.40 mole) has been added. With each added aliquot of iron, heating with vigorous hydrogen evolution occurs causing frothing of the reaction mix...